Dataset: the Open Reaction Database (ORD), a public repository of structured organic reaction records. Task: describe an organic reaction: reactants, conditions, products, and yield Reactants: O=C([O-])[O-], CN(C)C=O, CCOC(C)=O, FC(F)(F)c1cccc(CBr)c1, [K+], [K+], O, CCOC(=O)c1cc2ccccc2[nH]1. Yields the product CCOC(=O)c1cc2ccccc2n1Cc1cccc(C(F)(F)F)c1. As a reaction SMILES: [C:27](=[O:28])([O-:29])[O-:30].[CH3:34][N:35]([CH3:36])[CH:37]=[O:38].[CH3:39][CH2:40][O:41][C:42](=[O:43])[CH3:44].[F:15][C:16]([c:17]1[cH:18][c:19]([CH2:20][Br:21])[cH:22][cH:23][cH:24]1)([F:25])[F:26].[K+:31].[K+:32].[OH2:33].[nH:1]1[c:2]([C:10](=[O:11])[O:12][CH2:13][CH3:14])[cH:3][c:4]2[cH:5][cH:6][cH:7][cH:8][c:9]12>>[n:1]1([CH2:20][c:19]2[cH:18][c:17]([C:16]([F:15])([F:25])[F:26])[cH:24][cH:23][cH:22]2)[c:2]([C:10](=[O:11])[O:12][CH2:13][CH3:14])[cH:3][c:4]2[cH:5][cH:6][cH:7][cH:8][c:9]12. Reactants: CO, COC(=O)CCc1ccc2nn(C)cc2c1C(=O)OC, Cl, [H-], [Na+], [Na+], C1CCOC1, [OH-]. As a reaction SMILES: [CH3:31][OH:32].[CH3:3][O:4][C:5]([CH2:6][CH2:7][c:8]1[c:9]([C:18]([O:20][CH3:21])=[O:22])[c:10]2[cH:11][n:12]([CH3:17])[n:13][c:14]2[cH:15][cH:16]1)=[O:19].[ClH:23].[H-:1].[Na+:25].[Na+:2].[O:26]1[CH2:27][CH2:28][CH2:29][CH2:30]1.[OH-:24]>>[CH2:6]1[CH2:7][c:8]2[c:9]([c:10]3[cH:11][n:12]([CH3:17])[n:13][c:14]3[cH:15][cH:16]2)[C:18]1=[O:20]. Yields the product Cn1cc2c3c(ccc2n1)CCC3=O. Starting materials: NC=1SC=C(N1)C(C(=O)N[C@@H]1C(N([C@@H]1C(=O)OCC1=CC=C(C=C1)[N+](=O)[O-])S(=O)(=O)[O-])=O)=NOC.[Na+] (sodium cis-3-[2-(2-amino-4-thiazolyl)-2-methoxyiminoacetamido]-4-(4-nitrobenzyloxycarbonyl)-2-oxoazetidine-1-sulfonate), aqueous solution, C(O)([O-])=O.[Na+] (sodium hydrogen carbonate). The reagents and catalysts are [Pd] (palladium-on-carbon). Solvent: O1CCCC1 (tetrahydrofuran), O (water). Yields the product NC=1SC=C(N1)C(C(=O)N[C@@H]1C(N([C@@H]1C(=O)O)S(=O)(=O)O)=O)=NOC (cis-3-[2-(2-amino-4-thiazolyl)-2-methoxyiminoacetamido]-4-carboxy-1-sulfo-2-oxoazetidine). As a reaction SMILES: [NH2:1][C:2]1[S:3][CH:4]=[C:5]([C:7](=[N:33][O:34][CH3:35])[C:8]([NH:10][C@H:11]2[C@@H:14]([C:15]([O:17]CC3C=CC([N+]([O-])=O)=CC=3)=[O:16])[N:13]([S:28]([O-:31])(=[O:30])=[O:29])[C:12]2=[O:32])=[O:9])[N:6]=1.[Na+].C(=O)([O-])O.[Na+]>O1CCCC1.O.[Pd]>[NH2:1][C:2]1[S:3][CH:4]=[C:5]([C:7](=[N:33][O:34][CH3:35])[C:8]([NH:10][C@H:11]2[C@@H:14]([C:15]([OH:17])=[O:16])[N:13]([S:28]([OH:31])(=[O:29])=[O:30])[C:12]2=[O:32])=[O:9])[N:6]=1 |f:0.1,2.3|. Reported procedure: In a mixture of 10 ml of tetrahydrofuran and 10 ml of water is dissolved 155 mg of sodium cis-3-[2-(2-amino-4-thiazolyl)-2-methoxyiminoacetamido]-4-(4-nitrobenzyloxycarbonyl)-2-oxoazetidine-1-sulfonate (syn-isomer). To the solution is added 145 mg of 10% palladium-on-carbon, and the mixture is subjected to catalytic reduction at ambient temperature under normal pressure with stirring. Three hours later, 10 ml of an aqueous solution of 25 mg of sodium hydrogen carbonate is added to the reaction m... Starting materials: ClC1=C(C=O)C=CC=C1[N+](=O)[O-] (2-chloro-3-nitrobenzaldehyde), C(CC(=O)C)(=O)OCC (ethyl acetoacetate), N1CCCCC1 (piperidine), C(C)(=O)O (acetic acid). Run in C1=CC=CC=C1 (benzene), CCOCC (ether). The product is ClC1=C(C=CC=C1[N+](=O)[O-])C=C(C(=O)OCC)C(C)=O (2-[(2-chloro-3-nitrophenyl)methylene]-3-oxobutanoic acid, ethyl ester). RXN SMILES: [Cl:1][C:2]1[C:9]([N+:10]([O-:12])=[O:11])=[CH:8][CH:7]=[CH:6][C:3]=1[CH:4]=O.[C:13]([O:19][CH2:20][CH3:21])(=[O:18])[CH2:14][C:15]([CH3:17])=[O:16].N1CCCCC1.C(O)(=O)C>C1C=CC=CC=1.CCOCC>[Cl:1][C:2]1[C:9]([N+:10]([O-:12])=[O:11])=[CH:8][CH:7]=[CH:6][C:3]=1[CH:4]=[C:14]([C:15](=[O:16])[CH3:17])[C:13]([O:19][CH2:20][CH3:21])=[O:18]. Procedure: A solution of 2-chloro-3-nitrobenzaldehyde (2.00 g., 10.8 mmole), ethyl acetoacetate (1.37 ml., 10.78 mmole), piperidine (0.25 ml.) and acetic acid (0.5 ml.) in benzene (21 ml.) under argon is fitted with a Dean-Stark trap and heated at 110° (oil bath) for 3 hours. The reaction is diluted with ether and washed with saturated sodium bicarbonate, 1N hydrochloric acid, and saturated sodium chloride, dried over anhydrous magnesium sulfate, and evaporated to give 2-[(2-chloro-3-nitrophenyl)methylene]... The reactants are [N+](=[N-])=CC(CC1=CC(=CC=C1)OC)=O (1-diazo-3-(3-methoxyphenyl)propan-2-one), C(C)O (ethanol), ClOC(C)(C)C (tert-butyl hypochlorite). Reaction conditions: temperature -18 celsius. Yields the product C(C)OC(C(CC1=CC(=CC=C1)OC)=O)OCC (1,1-diethoxy-3-(3-methoxyphenyl)propan-2-one). RXN SMILES: [N+](=[CH:3][C:4](=[O:14])[CH2:5][C:6]1[CH:11]=[CH:10][CH:9]=[C:8]([O:12][CH3:13])[CH:7]=1)=[N-].Cl[O:16][C:17]([CH3:20])(C)C.[CH2:21]([OH:23])[CH3:22]>>[CH2:21]([O:23][CH:3]([O:16][CH2:17][CH3:20])[C:4](=[O:14])[CH2:5][C:6]1[CH:11]=[CH:10][CH:9]=[C:8]([O:12][CH3:13])[CH:7]=1)[CH3:22]. Reported procedure: Under an argon atmosphere, 1-diazo-3-(3-methoxyphenyl)propan-2-one (82) (501 mg, 2.63 mmol) was dissolved in anhydrous ethanol (5 mL) and cooled to −18° C. To this was added tert-butyl hypochlorite (300 μL, 2.65 mmol) and stirred for an hour at the same temperature. After concentrating under reduced pressure, the residue was purified by silica gel flash column chromatography (n-hexane/ethyl acetate=10/1) to give 1,1-diethoxy-3-(3-methoxyphenyl)propan-2-one (83) as a pale yellow oily substance (3... Starting materials: ice, C1(=CC=CC=C1)C(C)(C#CC(C)N1CCCC1)O (2-phenyl-5-(pyrrolidin-1-yl)-hex-3-yn-2-ol), ClC=1C=C(C=CC1)C1=C(C(=O)OO)C=CC=C1 (3-chlorophenylperoxybenzoic acid). Run in ClCCl (dichloromethane). Conditions: temperature 0 celsius, time 5 minute. The product is OC(C(C=CN1CCCC1)=O)(C)C1=CC=CC=C1 (4-Hydroxy-4-phenyl-1-(pyrrolidin-1-yl)-pent-1-en-3-one). RXN SMILES: [C:1]1([C:7]([OH:18])([C:9]#[C:10][CH:11]([N:13]2[CH2:17][CH2:16][CH2:15][CH2:14]2)C)[CH3:8])[CH:6]=[CH:5][CH:4]=[CH:3][CH:2]=1.ClC1C=C(C2C=CC=CC=2C(OO)=[O:29])C=CC=1>ClCCl>[OH:18][C:7]([C:1]1[CH:6]=[CH:5][CH:4]=[CH:3][CH:2]=1)([CH3:8])[C:9](=[O:29])[CH:10]=[CH:11][N:13]1[CH2:17][CH2:16][CH2:15][CH2:14]1. Reported procedure: To an ice cold solution of 2-phenyl-5-(pyrrolidin-1-yl)-hex-3-yn-2-ol (0.49 g) in dichloromethane (5 ml) was added in small portions 3-chlorophenylperoxybenzoic acid (0.38 g) over a period of about 2 minutes. After the reaction was stirred at 0° C. for 5 minutes, the mixture was passed over 20 weight equivalents of basic alumina (Brockmann Grade I, 150 mesh) and eluted with 5% methanol in dichloromethane. All fractions containing the desired amine N-oxide were combined and evaporated to near dry... Starting materials: CSC1=CC=C(C=C1)C1=CC=2C(=NC=CN2)N1 (6-(4-methylthiophenyl)-5H-pyrrolo[2,3-b]pyrazine), OOS(=O)[O-].[K+] (oxone). The solvent is ClCCl (dichloromethane). Yields the product CS(=O)C1=CC=C(C=C1)C1=CC=2C(=NC=CN2)N1 (6-(4-Methylsulfinylphenyl)-5H-pyrrolo[2,3-b]pyrazine). RXN SMILES: [CH3:1][S:2][C:3]1[CH:8]=[CH:7][C:6]([C:9]2[NH:17][C:12]3=[N:13][CH:14]=[CH:15][N:16]=[C:11]3[CH:10]=2)=[CH:5][CH:4]=1.[OH:18]OS([O-])=O.[K+]>ClCCl>[CH3:1][S:2]([C:3]1[CH:4]=[CH:5][C:6]([C:9]2[NH:17][C:12]3=[N:13][CH:14]=[CH:15][N:16]=[C:11]3[CH:10]=2)=[CH:7][CH:8]=1)=[O:18] |f:1.2|. Reported procedure: A stirred suspension of 6-(4-methylthiophenyl)-5H-pyrrolo[2,3-b]pyrazine [0.2362 g, Example 1(ah)] in dichloromethane (20 mL) was treated with TBA oxone (2.545 g). After 2 hours the resulting orange solution was evaporated. The residue was subjected to flash chromatography eluting with a mixture of methanol and dichloromethane (1:1, v/v) to give the title compound as a white solid. MS: 258 (MH+). 1H NMR [(CD3)2SO]: δ 12.66 (1H, s); 8.41 (1H, s); 8.24 (3H, m); 7.82 (2H, d, J=8.7 Hz); 7.33 (1H, s)...